This data is from the Open Reaction Database (ORD), a public repository of structured organic reaction records. The task is: describe an organic reaction: reactants, conditions, products, and yield Starting materials: O=C(NCCC1CC1)c1ccc(Cl)nn1, CC1CC1C(=O)N1CCNCC1. The product is CC1CC1C(=O)N1CCN(c2ccc(C(=O)NCCC3CC3)nn2)CC1. RXN SMILES: [CH:1]1([CH2:4][CH2:5][NH:6][C:7](=[O:8])[c:9]2[n:10][n:11][c:12]([Cl:15])[cH:13][cH:14]2)[CH2:2][CH2:3]1.[N:16]1([C:22](=[O:23])[CH:24]2[CH:25]([CH3:27])[CH2:26]2)[CH2:17][CH2:18][NH:19][CH2:20][CH2:21]1>>[CH:1]1([CH2:4][CH2:5][NH:6][C:7](=[O:8])[c:9]2[n:10][n:11][c:12]([N:19]3[CH2:18][CH2:17][N:16]([C:22](=[O:23])[CH:24]4[CH:25]([CH3:27])[CH2:26]4)[CH2:21][CH2:20]3)[cH:13][cH:14]2)[CH2:2][CH2:3]1. Reactants: O=C([O-])[O-], ClCc1cccnc1, Cl, Cl, [K+], [K+], CN(C)C=O, COc1ccc(C=CC(=O)Nc2cccc(O)c2)cc1O. Product: COc1ccc(C=CC(=O)Nc2cccc(OCc3cccnc3)c2)cc1O. As a reaction SMILES: [C:31](=[O:32])([O-:33])[O-:34].[Cl:2][CH2:3][c:4]1[cH:5][n:6][cH:7][cH:8][cH:9]1.[ClH:1].[ClH:37].[K+:35].[K+:36].[O:38]=[CH:39][N:40]([CH3:41])[CH3:42].[OH:10][c:11]1[cH:12][c:13]([CH:19]=[CH:20][C:21](=[O:22])[NH:23][c:24]2[cH:25][c:26]([OH:30])[cH:27][cH:28][cH:29]2)[cH:14][cH:15][c:16]1[O:17][CH3:18]>>[CH2:3]([c:4]1[cH:5][n:6][cH:7][cH:8][cH:9]1)[O:30][c:26]1[cH:25][c:24]([NH:23][C:21]([CH:20]=[CH:19][c:13]2[cH:12][c:11]([OH:10])[c:16]([O:17][CH3:18])[cH:15][cH:14]2)=[O:22])[cH:29][cH:28][cH:27]1. The reactants are [BH4-], COc1ccc(Cn2c(=O)n(C3CCC(O)CC3)c3ccc(C#N)cc32)cc1C=O, CCO, [Na+], C1CCOC1. Yields the product COc1ccc(Cn2c(=O)n(C3CCC(O)CC3)c3ccc(C#N)cc32)cc1CO. RXN SMILES: [BH4-:31].[C:1](#[N:2])[c:3]1[cH:4][c:5]2[c:6]([n:7]([CH:22]3[CH2:23][CH2:24][CH:25]([OH:28])[CH2:26][CH2:27]3)[c:8](=[O:21])[n:9]2[CH2:10][c:11]2[cH:12][c:13]([CH:19]=[O:20])[c:14]([O:17][CH3:18])[cH:15][cH:16]2)[cH:29][cH:30]1.[CH3:33][CH2:34][OH:35].[Na+:32].[O:36]1[CH2:37][CH2:38][CH2:39][CH2:40]1>>[C:1](#[N:2])[c:3]1[cH:4][c:5]2[c:6]([n:7]([CH:22]3[CH2:23][CH2:24][CH:25]([OH:28])[CH2:26][CH2:27]3)[c:8](=[O:21])[n:9]2[CH2:10][c:11]2[cH:12][c:13]([CH2:19][OH:20])[c:14]([O:17][CH3:18])[cH:15][cH:16]2)[cH:29][cH:30]1. Reactants: N1=CC(=CC=C1)C=CC(=O)O (3-(3-pyridyl)-acrylic acid), C(C(=O)Cl)(=O)Cl (oxalyl chloride), C1(=CC=CC=C1)C(N1CCN(CC1)CCOCCN)C1=CC=CC=C1 (2-[2-(4-diphenylmethyl-piperazin-1-yl)-ethoxy]-ethylamine). Product: Cl.Cl.Cl.C1(=CC=CC=C1)C(N1CCN(CC1)CCOCCNC(C=CC=1C=NC=CC1)=O)C1=CC=CC=C1 (N-{2-[2-(4-diphenylmethyl-piperazin-1-yl)-ethoxy]-ethyl}-3-pyridin-3-yl-acrylamide trihydrochloride). Reaction SMILES: [N:1]1[CH:6]=[CH:5][CH:4]=[C:3]([CH:7]=[CH:8][C:9]([OH:11])=O)[CH:2]=1.C(Cl)(=O)C([Cl:15])=O.[C:18]1([CH:24]([C:37]2[CH:42]=[CH:41][CH:40]=[CH:39][CH:38]=2)[N:25]2[CH2:30][CH2:29][N:28]([CH2:31][CH2:32][O:33][CH2:34][CH2:35][NH2:36])[CH2:27][CH2:26]2)[CH:23]=[CH:22][CH:21]=[CH:20][CH:19]=1>>[ClH:15].[ClH:15].[ClH:15].[C:37]1([CH:24]([C:18]2[CH:19]=[CH:20][CH:21]=[CH:22][CH:23]=2)[N:25]2[CH2:26][CH2:27][N:28]([CH2:31][CH2:32][O:33][CH2:34][CH2:35][NH:36][C:9](=[O:11])[CH:8]=[CH:7][C:3]3[CH:2]=[N:1][CH:6]=[CH:5][CH:4]=3)[CH2:29][CH2:30]2)[CH:38]=[CH:39][CH:40]=[CH:41][CH:42]=1 |f:3.4.5.6|. Procedure: Batch size: 6.0 g (40 mmol) 3-(3-pyridyl)-acrylic acid, 9.4 ml (110 mmol) oxalyl chloride and 12.4 g (36.5 mmol) 2-[2-(4-diphenylmethyl-piperazin-1-yl)-ethoxy]-ethylamine. The crude product is chromatographically pre-purified over silica gel with CHCl3/CH3OH (98/2 to 95/5). After removal of the solvent, the residue is dissolved in isopropanol and mixed with isopropanolic HCl solution. The mixture is rotated in and the HCl salt is cyrstallized from 50 ml methanol/6 drops diisopropyl ether: Colorl...